Dataset: the Open Reaction Database (ORD), a public repository of structured organic reaction records. Task: describe an organic reaction: reactants, conditions, products, and yield Reactants: CSC, ClCCl, O=C1CCC(=O)N1Cl, CC(=CCCC1(C)CCc2cc(O[Si](C)(C)C(C)(C)C)c(C)c(C)c2O1)CO. The product is CC(=CCCC1(C)CCc2cc(O[Si](C)(C)C(C)(C)C)c(C)c(C)c2O1)CCl. RXN SMILES: [CH3:1][S:2][CH3:3].[Cl:40][CH2:41][Cl:42].[Cl:4][N:5]1[C:6](=[O:7])[CH2:8][CH2:9][C:10]1=[O:11].[OH:12][CH2:13][C:14](=[CH:15][CH2:16][CH2:17][C:18]1([CH3:38])[O:19][c:20]2[c:21]([cH:24][c:25]([O:30][Si:31]([CH3:32])([CH3:33])[C:34]([CH3:35])([CH3:36])[CH3:37])[c:26]([CH3:29])[c:27]2[CH3:28])[CH2:22][CH2:23]1)[CH3:39]>>[Cl:4][CH2:13][C:14](=[CH:15][CH2:16][CH2:17][C:18]1([CH3:38])[O:19][c:20]2[c:21]([cH:24][c:25]([O:30][Si:31]([CH3:32])([CH3:33])[C:34]([CH3:35])([CH3:36])[CH3:37])[c:26]([CH3:29])[c:27]2[CH3:28])[CH2:22][CH2:23]1)[CH3:39]. The reactants are amine, E1, C(CCC)Br (n-butylbromid), FC1=C(C=CC=C1F)C1(CNCC1)O (3-(2,3-difluorophenyl)-pyrrolidin-3-ol), C([O-])([O-])=O.[K+].[K+] (potassium carbonate), C(C(=O)O)(=O)O (oxalic acid). Procedure: Preparation according to Example 51. Enantiomer E1 of 3-(2,3-difluorophenyl)-pyrrolidin-3-ol (0.15 g, 0.77 mmol), acetonitrile (6 mL), potassium carbonate (0.21 g, 1.55 mmol), n-butylbromid, (0.08 mL, 0.77). Flash chromatography on silica gel (Ethyl acetate/methanol, 7:1). Yield: 0.085 g. [α]D=+24.8°; The amine was converted to the oxalic acid salt and recrystallized from ethanol/diisopropyl ether; M.p. 157-158° C.; MS m/z (relative intensity, 70 eV) 255 (M+, 7), 212 (bp), 98 (52), 57 (40), 182 ... The solvent is C(C)#N (acetonitrile). The product is C(CCC)N1CC(CC1)(O)C1=C(C(=CC=C1)F)F ((+)-1-BUTYL-3-(2,3-DIFLUOROPHENYL)PYRROLIDIN-3-OL). As a reaction SMILES: [F:1][C:2]1[C:7]([F:8])=[CH:6][CH:5]=[CH:4][C:3]=1[C:9]1([OH:14])[CH2:13][CH2:12][NH:11][CH2:10]1.C(=O)([O-])[O-].[K+].[K+].[CH2:21](Br)[CH2:22][CH2:23][CH3:24].C(O)(=O)C(O)=O>C(#N)C>[CH2:21]([N:11]1[CH2:12][CH2:13][C:9]([C:3]2[CH:4]=[CH:5][CH:6]=[C:7]([F:8])[C:2]=2[F:1])([OH:14])[CH2:10]1)[CH2:22][CH2:23][CH3:24] |f:1.2.3|. The reactants are COC(C1=CC(=C(C=C1)OC)NC(CC1=C(C=C(C=C1)Cl)Cl)=O)=O (3-[2-(2,4-Dichloro-phenyl)-acetylamino]-4-methoxy-benzoic acid methyl ester), O.[OH-].[Li+] (lithium hydroxide monohydrate). Run in Cl (HCl), CO.O (MeOH H2O). The product is ClC1=C(C=CC(=C1)Cl)CC(=O)NC=1C=C(C(=O)O)C=CC1OC (3-[2-(2,4-Dichloro-phenyl)-acetylamino]-4-methoxy-benzoic acid). As a reaction SMILES: C[O:2][C:3](=[O:24])[C:4]1[CH:9]=[CH:8][C:7]([O:10][CH3:11])=[C:6]([NH:12][C:13](=[O:23])[CH2:14][C:15]2[CH:20]=[CH:19][C:18]([Cl:21])=[CH:17][C:16]=2[Cl:22])[CH:5]=1.O.[OH-].[Li+]>CO.O.Cl>[Cl:22][C:16]1[CH:17]=[C:18]([Cl:21])[CH:19]=[CH:20][C:15]=1[CH2:14][C:13]([NH:12][C:6]1[CH:5]=[C:4]([CH:9]=[CH:8][C:7]=1[O:10][CH3:11])[C:3]([OH:24])=[O:2])=[O:23] |f:1.2.3,4.5|. Procedure details: To a solution of 400 mg 3-[2-(2,4-Dichloro-phenyl)-acetylamino]-4-methoxy-benzoic acid methyl ester in 5 ml MeOH/H2O 2:1 56 mg lithium hydroxide monohydrate were added and the mixture was stirred over night. The suspension was diluted with 5 ml concentrated HCl to precipitate the acid. After filtration the filter cake was washed twice with water and then dried to yield the acid as a white powder. Reactants: Cl.C(C)N=C=NCCCN(C)C (1-ethyl-3-(3-dimethylaminopropyl)carbodiimide hydrochloride), CC1=NC=C(C=N1)C(C(=O)O)C(C)(C)C ((RS)-2-(2-methylpyrimidin-5-yl)-3,3-dimethylbutanoic acid), COCC1=C(C(=C(CO)C(=C1F)F)F)F (4-(methoxymethyl)-2,3,5,6-tetrafluorobenzylalcohol). Reagents/catalysts: CN(C)C1=CC=NC=C1 (4-(N,N'-dimethylamino) pyridine). The solvent is ClCCl (dichloromethane). Conditions: time 8 hour. Yields the product CC1=NC=C(C=N1)C(C(=O)OCC1=C(C(=C(C(=C1F)F)COC)F)F)C(C)(C)C (2,3,5,6-tetrafluoro-4-(methoxymethyl)benzyl (RS)-2-(2-methylpyrimidin-5-yl)-3,3-dimethylbutanoate). The yield is 38.2%. Reaction SMILES: Cl.C(N=C=NCCCN(C)C)C.[CH3:13][C:14]1[N:19]=[CH:18][C:17]([CH:20]([C:24]([CH3:27])([CH3:26])[CH3:25])[C:21]([OH:23])=[O:22])=[CH:16][N:15]=1.[CH3:28][O:29][CH2:30][C:31]1[C:38]([F:39])=[C:37]([F:40])[C:34]([CH2:35]O)=[C:33]([F:41])[C:32]=1[F:42]>ClCCl.CN(C1C=CN=CC=1)C>[CH3:13][C:14]1[N:19]=[CH:18][C:17]([CH:20]([C:24]([CH3:27])([CH3:26])[CH3:25])[C:21]([O:23][CH2:35][C:34]2[C:33]([F:41])=[C:32]([F:42])[C:31]([CH2:30][O:29][CH3:28])=[C:38]([F:39])[C:37]=2[F:40])=[O:22])=[CH:16][N:15]=1 |f:0.1|. Procedure: A solution of 1-ethyl-3-(3-dimethylaminopropyl)carbodiimide hydrochloride (0.276 g) in dry dichloromethane (6 cm3) was added to a stirred solution of (RS)-2-(2-methylpyrimidin-5-yl)-3,3-dimethylbutanoic acid (0.3 g) and 4-(methoxymethyl)-2,3,5,6-tetrafluorobenzylalcohol (0.33 g) containing a catalytic amount of 4-(N,N'-dimethylamino) pyridine. The stirred mixture was maintained at the ambient temperature for 2 hours, and left to stand overnight. The reaction solution was washed with water, dried... Starting materials: N1CCNCCNCCNCC1 (1,4,7,10-tetraazacyclododecane), COC1=C(CBr)C=C(C=C1)[N+](=O)[O-] (2-methoxy-5-nitrobenzyl bromide). Run in C(Cl)(Cl)Cl (chloroform), C(Cl)(Cl)Cl (chloroform). Conditions: time 3 hour. Product: COC1=C(CN2CCNCCNCCNCC2)C=C(C=C1)[N+](=O)[O-] (N-(2-methoxy-5-nitrobenzyl)-1,4,7,10-tetraazacyclododecane). The yield is 79.0%. As a reaction SMILES: [NH:1]1[CH2:12][CH2:11][NH:10][CH2:9][CH2:8][NH:7][CH2:6][CH2:5][NH:4][CH2:3][CH2:2]1.[CH3:13][O:14][C:15]1[CH:22]=[CH:21][C:20]([N+:23]([O-:25])=[O:24])=[CH:19][C:16]=1[CH2:17]Br>C(Cl)(Cl)Cl>[CH3:13][O:14][C:15]1[CH:22]=[CH:21][C:20]([N+:23]([O-:25])=[O:24])=[CH:19][C:16]=1[CH2:17][N:1]1[CH2:12][CH2:11][NH:10][CH2:9][CH2:8][NH:7][CH2:6][CH2:5][NH:4][CH2:3][CH2:2]1. Reported procedure: To a stirred chloroform solution (20 ml) containing 2.9 g of 1,4,7,10-tetraazacyclododecane (16.8 mmole) was added a chloroform solution (20 ml) containing 2.1 g of 2-methoxy-5-nitrobenzyl bromide (8.5 mmole) in one portion. After stirring at room temperature for three hours the reaction mixture was filtered and the filtrate concentrated (in vacuo) to give a residue which was chromatographed (silica, Solvent System 3). The monoalkylated product was isolated in 79 percent yield (MP=154°-156° C.),... The reactants are ClC1=CC=C(C=C1)C1C(N=C(N1)C1=C(C=C(C=C1)OC)OCC)CC(C)C (5-(4-Chloro-phenyl)-2-(2-ethoxy-4-methoxy-phenyl)-4-isobutyl-4,5-dihydro-1H-imidazole), ClC1=CC=C(C=C1)C1C(N=C(N1C(=O)N1CCN(CC1)C)C1=C(C=C(C=C1)OC)OCC)CC1CCCC1 ([5-(4-chloro-phenyl)-4-cyclopentylmethyl-2-(2-ethoxy-4-methoxy-phenyl)-4,5-dihydro-imidazol-1-yl]-(4-methyl-piperazin-1-yl)-methanone). Product: ClC1=CC=C(C=C1)C1C(N=C(N1C(=O)N1CC(NCC1)=O)C1=C(C=C(C=C1)OC)OCC)CC(C)C (4-[5-(4-Chloro-phenyl)-2-(2-ethoxy-4-methoxy-phenyl)-4-isobutyl-4,5-dihydro-imidazole-1-carbonyl]-piperazin-2-one). RXN SMILES: ClC1C=CC(C2NC(C3C=CC([O:19]C)=CC=3OCC)=NC2CC(C)C)=CC=1.[Cl:28][C:29]1[CH:34]=[CH:33][C:32]([CH:35]2[N:39]([C:40]([N:42]3[CH2:47][CH2:46][N:45](C)[CH2:44][CH2:43]3)=[O:41])[C:38]([C:49]3[CH:54]=[CH:53][C:52]([O:55][CH3:56])=[CH:51][C:50]=3[O:57][CH2:58][CH3:59])=[N:37][CH:36]2[CH2:60][CH:61]2[CH2:65]CC[CH2:62]2)=[CH:31][CH:30]=1>>[Cl:28][C:29]1[CH:30]=[CH:31][C:32]([CH:35]2[N:39]([C:40]([N:42]3[CH2:43][CH2:44][NH:45][C:46](=[O:19])[CH2:47]3)=[O:41])[C:38]([C:49]3[CH:54]=[CH:53][C:52]([O:55][CH3:56])=[CH:51][C:50]=3[O:57][CH2:58][CH3:59])=[N:37][CH:36]2[CH2:60][CH:61]([CH3:65])[CH3:62])=[CH:33][CH:34]=1. Procedure details: 4-[5-(4-Chloro-phenyl)-2-(2-ethoxy-4-methoxy-phenyl)-4-isobutyl-4,5-dihydro-imidazole-1-carbonyl]-piperazin-2-one was prepared from 5-(4-chloro-phenyl)-2-(2-ethoxy-4-methoxy-phenyl)-4-isobutyl-4,5-dihydro-1H-imidazole (Example 10) in an analogous manner as described for the preparation of [5-(4-chloro-phenyl)-4-cyclopentylmethyl-2-(2-ethoxy-4-methoxy-phenyl)-4,5-dihydro-imidazol-1-yl]-(4-methyl-piperazin-1-yl)-methanone (Example 24). HR-MS (ES, m/z) observed 513.2267, calculated for C27H33N4O3Cl... Reactants: C(O)([O-])=O.[Na+] (sodium hydrogencarbonate), NC=1C=C(OC=2C=CC=3N(N2)C=C(N3)NC(=O)C3CC3)C=CC1F (N-[6-(3-amino-4-fluorophenoxy)imidazo[1,2-b]pyridazin-2-yl]cyclopropanecarboxamide), CN1N=C(C=C1C(=O)Cl)C (1,3-dimethyl-1H-pyrazole-5-carbonyl chloride). Solvent: CN(C(C)=O)C (N,N-dimethylacetamide), CN(C(C)=O)C (N,N-dimethylacetamide). Run at time 30 minute. Yields the product C1(CC1)C(=O)NC=1N=C2N(N=C(C=C2)OC=2C=CC(=C(C2)NC(=O)C2=CC(=NN2C)C)F)C1 (N-[5-({2-[(cyclopropylcarbonyl)amino]imidazo[1,2-b]pyridazin-6-yl}oxy)-2-fluorophenyl]-1,3-dimethyl-1H-pyrazole-5-carboxamide). Isolated yield 64.6%. RXN SMILES: [NH2:1][C:2]1[CH:3]=[C:4]([CH:21]=[CH:22][C:23]=1[F:24])[O:5][C:6]1[CH:7]=[CH:8][C:9]2[N:10]([CH:12]=[C:13]([NH:15][C:16]([CH:18]3[CH2:20][CH2:19]3)=[O:17])[N:14]=2)[N:11]=1.[CH3:25][N:26]1[C:30]([C:31](Cl)=[O:32])=[CH:29][C:28]([CH3:34])=[N:27]1.C(=O)([O-])O.[Na+]>CN(C)C(=O)C>[CH:18]1([C:16]([NH:15][C:13]2[N:14]=[C:9]3[CH:8]=[CH:7][C:6]([O:5][C:4]4[CH:21]=[CH:22][C:23]([F:24])=[C:2]([NH:1][C:31]([C:30]5[N:26]([CH3:25])[N:27]=[C:28]([CH3:34])[CH:29]=5)=[O:32])[CH:3]=4)=[N:11][N:10]3[CH:12]=2)=[O:17])[CH2:20][CH2:19]1 |f:2.3|. Procedure: To a solution of N-[6-(3-amino-4-fluorophenoxy)imidazo[1,2-b]pyridazin-2-yl]cyclopropanecarboxamide (100 mg, 0.306 mmol) in N,N-dimethylacetamide (4.0 mL) was added a solution of 1,3-dimethyl-1H-pyrazole-5-carbonyl chloride (51 mg, 0.321 mmol) in N,N-dimethylacetamide (1.0 mL) under ice-cooling, and the mixture was stirred at room temperature for 30 min. Under ice-cooling, aqueous sodium hydrogencarbonate solution was added to the reaction mixture, and the mixture was extracted with ethyl acetat... Procedure details: 0.06 g of miconazole nitrate are dissolved in 4.5 g of ethyl alcohol and 0.44 g of water, and mixed with 5.0 g of 2% chitosonium pyrrolidone carboxylate in 90:10 water/alcohol, giving a clear, colorless solution (0.6% miconazole). This lotion is useful in the treatment of a variety of topical fungal infections, including Athlete's foot. Product: C1=CC(=C(C=C1Cl)Cl)COC(CN2C=CN=C2)C=3C=CC(=CC3Cl)Cl (miconazole). Starting materials: C1=CC(=C(C=C1Cl)Cl)COC(CN2C=CN=C2)C=3C=CC(=CC3Cl)Cl.[N+](=O)(O)[O-] (miconazole nitrate), N1(C(CCC1)=O)C(=O)[O-] (pyrrolidone carboxylate), water alcohol. The solvent is C(C)O (ethyl alcohol), O (water). As a reaction SMILES: [CH:1]1[C:6]([Cl:7])=[CH:5][C:4]([Cl:8])=[C:3]([CH2:9][O:10][CH:11]([C:18]2[CH:19]=[CH:20][C:21]([Cl:25])=[CH:22][C:23]=2[Cl:24])[CH2:12][N:13]2[CH:17]=[N:16][CH:15]=[CH:14]2)[CH:2]=1.[N+]([O-])(O)=O.N1(C([O-])=O)CCCC1=O>C(O)C.O>[CH:1]1[C:6]([Cl:7])=[CH:5][C:4]([Cl:8])=[C:3]([CH2:9][O:10][CH:11]([C:18]2[CH:19]=[CH:20][C:21]([Cl:25])=[CH:22][C:23]=2[Cl:24])[CH2:12][N:13]2[CH:17]=[N:16][CH:15]=[CH:14]2)[CH:2]=1 |f:0.1|. The yield is 0.6%.